Task: describe an organic reaction: reactants, conditions, products, and yield. Dataset: the Open Reaction Database (ORD), a public repository of structured organic reaction records Starting materials: C(C)(C)(C)OC(C(=O)OC)C=1C(=NC=2CCN(CC2C1C1=CC=C(C=C1)C)C(=O)OCC1=CC=CC=C1)C (benzyl 3-(1-(tert-butoxy)-2-methoxy-2-oxoethyl)-2-methyl-4-(p-tolyl)-7,8-dihydro-1,6-naphthyridine-6(5H)-carboxylate), C(C)(C)(C)OC(C(=O)OC)C=1C(=NC=2CCN(CC2C1C1=CC=C(C=C1)C)C(=O)OCC1=CC=CC=C1)C (benzyl 3-(1-(tert-butoxy)-2-methoxy-2-oxoethyl)-2-methyl-4-(p-tolyl)-7,8-dihydro-1,6-naphthyridine-6(5H)-carboxylate), Cl (HCl). The reagents and catalysts are [Pd] (Pd/C). Solvent: C(Cl)Cl (CH2Cl2), CO (methanol), CO (MeOH). Conditions: time 3 hour. Product: Cl.Cl.C(C)(C)(C)OC(C(=O)OC)C=1C(=NC=2CCNCC2C1C1=CC=C(C=C1)C)C (methyl 2-(tert-butoxy)-2-(2-methyl-4-(p-tolyl)-5,6,7,8-tetrahydro-1,6-naphthyridin-3-yl)acetate 2 HCl). As a reaction SMILES: [C:1]([O:5][CH:6]([C:11]1[C:12]([CH3:38])=[N:13][C:14]2[CH2:15][CH2:16][N:17](C(OCC3C=CC=CC=3)=O)[CH2:18][C:19]=2[C:20]=1[C:21]1[CH:26]=[CH:25][C:24]([CH3:27])=[CH:23][CH:22]=1)[C:7]([O:9][CH3:10])=[O:8])([CH3:4])([CH3:3])[CH3:2].[ClH:39]>C(Cl)Cl.CO.[Pd]>[ClH:39].[ClH:39].[C:1]([O:5][CH:6]([C:11]1[C:12]([CH3:38])=[N:13][C:14]2[CH2:15][CH2:16][NH:17][CH2:18][C:19]=2[C:20]=1[C:21]1[CH:22]=[CH:23][C:24]([CH3:27])=[CH:25][CH:26]=1)[C:7]([O:9][CH3:10])=[O:8])([CH3:4])([CH3:3])[CH3:2] |f:5.6.7|. Procedure: To a solution of benzyl 3-(1-(tert-butoxy)-2-methoxy-2-oxoethyl)-2-methyl-4-(p-tolyl)-7,8-dihydro-1,6-naphthyridine-6(5H)-carboxylate (intermediate 12) (0.100 g, 0.194 mmol) in CH2Cl2 (2 ml) and methanol (2 ml) was added 10% Pd/C (10.30 mg, 9.68 mmol) followed by HCl (0.024 ml, 0.290 mmol). The mixture was shaken under H2 (50 psi) for 3 h. Celite was added and the mixture was filtered over Celite rinsing with MeOH. Concentration gave a residue which was then dissolved in MeOH and re-filtered the...